From a dataset of the Open Reaction Database (ORD), a public repository of structured organic reaction records. describe an organic reaction: reactants, conditions, products, and yield Starting materials: FC(C1=CC=C(C=C1)C1=C(C=NO1)C(=O)O)(F)F (5-(4-trifluoromethylphenyl)isoxazole-4-carboxylic acid), C1CC(CNC1)C(F)(F)F (DL-3-(trifluoromethyl)piperidine). Product: FC(C1CN(CCC1)C(=O)C=1C=NOC1C1=CC=C(C=C1)C(F)(F)F)(F)F (3-(Trifluoromethyl)-1-({5-[4-(trifluoromethyl)phenyl]isoxazol-4-yl}carbonyl)piperidine), solid. Reaction SMILES: [F:1][C:2]([F:18])([F:17])[C:3]1[CH:8]=[CH:7][C:6]([C:9]2[O:13][N:12]=[CH:11][C:10]=2[C:14]([OH:16])=O)=[CH:5][CH:4]=1.[CH2:19]1[CH2:24][NH:23][CH2:22][CH:21]([C:25]([F:28])([F:27])[F:26])[CH2:20]1>>[F:26][C:25]([F:28])([F:27])[CH:21]1[CH2:20][CH2:19][CH2:24][N:23]([C:14]([C:10]2[CH:11]=[N:12][O:13][C:9]=2[C:6]2[CH:5]=[CH:4][C:3]([C:2]([F:1])([F:18])[F:17])=[CH:8][CH:7]=2)=[O:16])[CH2:22]1. Reported procedure: The title compound was prepared from 5-(4-trifluoromethylphenyl)isoxazole-4-carboxylic acid (12.9 mg, 0.050 mmol) and DL-3-(trifluoromethyl)piperidine (9.2 mg, 0.060 mmol) as described in synthetic method C and thereafter purified by preparative HPLC method B to give a solid (11.8 mg). Calcd for C17H14F6N2O2: 392.0959, found 392.0959. Reactants: BrC1=CC2=CC=C(C=C2C=C1)Br (2,6-dibromonaphthalene), FC1=C(C=CC(=C1)F)B(O)O (2,4-difluorobenzeneboronic acid), C([O-])([O-])=O.[Na+].[Na+] (sodium carbonate), C1(=C(C=CC=C1)P(C1=C(C=CC=C1)C)C1=C(C=CC=C1)C)C (tri-o-tolylphosphine). Reagents/catalysts: C(C)(=O)[O-].[Pd+2].C(C)(=O)[O-] (palladium acetate). Run in O (water), COCCOC (ethylene glycol dimethyl ether). Reaction conditions: temperature 80 celsius. Yields the product BrC1=CC2=CC=C(C=C2C=C1)C1=C(C=C(C=C1)F)F (2-bromo-6-(2,4-difluorophenyl)naphthalene). Yield: 17.8%. As a reaction SMILES: Br[C:2]1[CH:11]=[CH:10][C:9]2[C:4](=[CH:5][CH:6]=[C:7]([Br:12])[CH:8]=2)[CH:3]=1.[F:13][C:14]1[CH:19]=[C:18]([F:20])[CH:17]=[CH:16][C:15]=1B(O)O.C(=O)([O-])[O-].[Na+].[Na+].C1(C)C=CC=CC=1P(C1C=CC=CC=1C)C1C=CC=CC=1C>O.COCCOC.C([O-])(=O)C.[Pd+2].C([O-])(=O)C>[Br:12][C:7]1[CH:6]=[CH:5][C:4]2[C:9](=[CH:10][CH:11]=[C:2]([C:17]3[CH:16]=[CH:15][C:14]([F:13])=[CH:19][C:18]=3[F:20])[CH:3]=2)[CH:8]=1 |f:2.3.4,8.9.10|. Reported procedure: A mixture of 2,6-dibromonaphthalene (12.49 g, 43.7 mmol), 2,4-difluorobenzeneboronic acid (3.44 g, 21.8 mmol), sodium carbonate (4.63 g, 45.7 mmol), palladium acetate (245 mg, 1.09 mmol) and tri-o-tolylphosphine (667 mg, 2.19 mmol) in water (15 mL) and ethylene glycol dimethyl ether (90 mL) was degassed and heated to 80° C. overnight. The cooled reaction mixture was partitioned between water and ethyl acetate. The aqueous layer was extracted with ethyl acetate. The combined organic layers were w... Reactants: ClC1=CC(=NC=C1)N1N=C(C=2C[C@H]3[C@@H](C12)C3)C(=O)O ((1aS,5aS)-2-(4-chloro-pyridin-2-yl)-1a,2,5,5a-tetrahydro-1H-2,3-diaza-cyclopropa[a]pentalene-4-carboxylic acid), Cl.FCC(C)(N)C (1-fluoro-2-methylpropan-2-amine hydrochloride). Reaction SMILES: [Cl:1][C:2]1[CH:7]=[CH:6][N:5]=[C:4]([N:8]2[C:15]3[C@H:14]4[CH2:16][C@H:13]4[CH2:12][C:11]=3[C:10]([C:17](O)=[O:18])=[N:9]2)[CH:3]=1.Cl.[F:21][CH2:22][C:23]([CH3:26])([NH2:25])[CH3:24]>>[F:21][CH2:22][C:23]([NH:25][C:17]([C:10]1[C:11]2[CH2:12][C@@H:13]3[CH2:16][C@@H:14]3[C:15]=2[N:8]([C:4]2[CH:3]=[C:2]([Cl:1])[CH:7]=[CH:6][N:5]=2)[N:9]=1)=[O:18])([CH3:26])[CH3:24] |f:1.2|. Procedure details: The title compound was prepared in a manner similar to that described in Method UU using (1aS,5aS)-2-(4-chloro-pyridin-2-yl)-1a,2,5,5a-tetrahydro-1H-2,3-diaza-cyclopropa[a]pentalene-4-carboxylic acid and 1-fluoro-2-methylpropan-2-amine hydrochloride. LCMS m/z=349.2 [M+H]+; 1H NMR (400 MHz, CDCl3) δ 0.42-0.47 (m, 1H), 1.24 (td, J=7.9, 4.8 Hz, 1H), 1.48 (s, 3H), 1.49 (s, 3H), 2.22-2.29 (m, 1H), 2.76-2.82 (m, 1H), 2.90 (d, J=16.8 Hz, 1H), 2.99 (dd, J=16.6, 6.2 Hz, 1H), 4.56 (d, J=47 Hz, 2H), 6.80 (... The product is FCC(C)(C)NC(=O)C=1C=2C[C@H]3[C@@H](C2N(N1)C1=NC=CC(=C1)Cl)C3 ((1aS,5aS)-2-(4-Chloro-pyridin-2-yl)-1a,2,5,5a-tetrahydro-1H-2,3-diaza-cyclopropa[a]pentalene-4-carboxylic Acid (2-Fluoro-1,1-dimethyl-ethyl)-amide). Starting materials: N[C@H]1C2=C(C3=C(N(C1=O)CC1CC1)C=CC=C3)C=CC=C2 ((S)-7-amino-5-cyclopropylmethyl-5H,7H-dibenzo[b,d]azepin-6-one), C([C@@H](O)C)(=O)O (L-lactic acid), O.ON1N=NC2=C1C=CC=C2 (1-hydroxybenzotriazole hydrate), C(C)N(C(C)C)C(C)C (N-ethyldiisopropylamine), Cl.CN(CCCN=C=NCC)C (N-(3-dimethylaminopropyl)-N′-ethyl-carbodiimid-hydrochlorid). The solvent is O1CCCC1 (tetrahydrofurane). Run at time 8 hour. The product is C1(CC1)CN1C2=C(C3=C([C@@H](C1=O)NC([C@H](C)O)=O)C=CC=C3)C=CC=C2 ((S)—N—((S)-5-cyclopropylmethyl-6-oxo-6,7-dihydro-5H-dibenzo[b,d]azepin-7-yl)-2-hydroxy-propionamide). Yield: 84.4%. As a reaction SMILES: [NH2:1][C@@H:2]1[C:8](=[O:9])[N:7]([CH2:10][CH:11]2[CH2:13][CH2:12]2)[C:6]2[CH:14]=[CH:15][CH:16]=[CH:17][C:5]=2[C:4]2[CH:18]=[CH:19][CH:20]=[CH:21][C:3]1=2.[C:22](O)(=[O:26])[C@H:23]([CH3:25])[OH:24].O.ON1C2C=CC=CC=2N=N1.C(N(C(C)C)C(C)C)C.Cl.CN(C)CCCN=C=NCC>O1CCCC1>[CH:11]1([CH2:10][N:7]2[C:8](=[O:9])[C@@H:2]([NH:1][C:22](=[O:26])[C@@H:23]([OH:24])[CH3:25])[C:3]3[CH:21]=[CH:20][CH:19]=[CH:18][C:4]=3[C:5]3[CH:17]=[CH:16][CH:15]=[CH:14][C:6]2=3)[CH2:13][CH2:12]1 |f:2.3,5.6|. Reported procedure: A solution of 0.47 g (1.69 mmol) (S)-7-amino-5-cyclopropylmethyl-5H,7H-dibenzo[b,d]azepin-6-one in 15 ml tetrahydrofurane was treated at 0° C. with 0.17 g (1.86 mmol) L-lactic acid, 0.26 g (1.69 mmol) 1-hydroxybenzotriazole hydrate, 590 μl (3.38 mmol) N-ethyldiisopropylamine and 0.33 g (1.69 mmol) N-(3-dimethylaminopropyl)-N′-ethyl-carbodiimid-hydrochlorid. After stirring at room temperature overnight the mixture was extracted with 1N aqueous hydrochloric acid/ethylacetate. Purification by chrom... The reactants are O (water), aqueous solution, OOS(=O)[O-].[K+] (oxone), OC1=C2C(C=C(OC2=CC(=C1)O)C)=S (5,7-dihydroxy-2-methylthiochromone), CO (methanol). Conditions: time 1 hour. Yields the product OC1=C2C(C=C(OC2=CC(=C1)O)S(=O)C)=O (5,7-dihydroxy-2-methylsulfinylchromone). As a reaction SMILES: OO[S:3]([O-:5])=O.[K+].[OH:7][C:8]1[CH:17]=[C:16]([OH:18])[CH:15]=[C:14]2[C:9]=1[C:10](=S)[CH:11]=[C:12](C)[O:13]2.[OH2:21].[CH3:22]O>>[OH:7][C:8]1[CH:17]=[C:16]([OH:18])[CH:15]=[C:14]2[C:9]=1[C:10](=[O:21])[CH:11]=[C:12]([S:3]([CH3:22])=[O:5])[O:13]2 |f:0.1|. Procedure: 1 ml aqueous solution of 82 mg oxone (0.134 mmol) was added dropwise to 1 ml of 30 mg of 5,7-dihydroxy-2-methylthiochromone (0.134 mmol) in methanol at room temperature, and the mixture was stirred for 1 hour. After addition of water, the reaction solution was extracted twice with ethyl acetate, and the organic layer was washed with saturated NaCl water and dried over sodium sulfate anhydride. The solvent was distilled off under reduced pressure, to give 32 mg of 5,7-dihydroxy-2-methylsulfinylch... Reactants: ice water, [H-].[Na+] (sodium hydride), C(#N)C1=NC=CC=C1 (2-cyanopyridine), NC(=O)N (urea), S(O)(O)(=O)=O (sulfuric acid). The solvent is CS(=O)C (dimethyl sulfoxide). The product is N1=C(C=CC=C1)C1=NC(=NC(=N1)C1=NC=CC=C1)O (4,6-di-pyrid-2-yl-[1,3,5]triazin-2-ol). RXN SMILES: [H-].[Na+].[C:3]([C:5]1[CH:10]=[CH:9][CH:8]=[CH:7][N:6]=1)#[N:4].[NH2:11][C:12]([NH2:14])=[O:13].S(=O)(=O)(O)O>CS(C)=O>[N:6]1[CH:7]=[CH:8][CH:9]=[CH:10][C:5]=1[C:3]1[N:4]=[C:3]([C:5]2[CH:10]=[CH:9][CH:8]=[CH:7][N:6]=2)[N:14]=[C:12]([OH:13])[N:11]=1 |f:0.1|. Procedure details: 1.0 g (approximately 60% dispersion in paraffin oil, about 25 mmol) of sodium hydride is added in portions to a solution of 5.21 g (50 mmol) of 2-cyanopyridine and 1.50 g (25 mmol) of urea in 100 ml of dimethyl sulfoxide. The resulting suspension is maintained at room temperature for 3 hours and then heated at 75° C. for 23 hours, cooled and poured into 100 ml of ice-water. The mixture is rendered neutral with 2N sulfuric acid, and the crude product is filtered off and recrystallised from 55 ml ...